Dataset: the Open Reaction Database (ORD), a public repository of structured organic reaction records. Task: describe an organic reaction: reactants, conditions, products, and yield As a reaction SMILES: [CH3:1][O:2][C@H:3]1[C@@H:8]([NH:9][C@@H:10]2[CH2:17][C@H:13]3[CH2:14][NH:15][CH2:16][C@@:12]3([C:18]([N:20]3[CH2:29][CH2:28][C:27]4[N:26]=[CH:25][C:24]([C:30]([F:33])([F:32])[F:31])=[CH:23][C:22]=4[CH2:21]3)=[O:19])[CH2:11]2)[CH2:7][CH2:6][O:5][CH2:4]1.[S:34](N)([NH2:37])(=[O:36])=[O:35]>COCCOC>[CH3:1][O:2][C@H:3]1[C@@H:8]([NH:9][C@@H:10]2[CH2:17][C@H:13]3[CH2:14][N:15]([S:34]([NH2:37])(=[O:36])=[O:35])[CH2:16][C@@:12]3([C:18]([N:20]3[CH2:29][CH2:28][C:27]4[N:26]=[CH:25][C:24]([C:30]([F:33])([F:31])[F:32])=[CH:23][C:22]=4[CH2:21]3)=[O:19])[CH2:11]2)[CH2:7][CH2:6][O:5][CH2:4]1. Reported procedure: A mixture of Example 1 (42 mg, 0.0896 mmol) and sulfamide (15 mg, 0.155 mmol) in DME (1 mL) in a sealed tube was heated at 90° C. overnight. After condensation, the residue was purified by CombiFlash (eluent: 5% 7N NH3 in methanol in DCM) to give the product as a yellow oil. LC/MS: C23H32F3N5O5S: m/z 548.2 (M+H). Run in COCCOC (DME). Reactants: CO[C@@H]1COCC[C@@H]1N[C@H]1C[C@]2([C@H](CNC2)C1)C(=O)N1CC=2C=C(C=NC2CC1)C(F)(F)F (((3aR,5R,6aR)-5-(((3S*,4S*)-3-Methoxytetrahydro-2H-pyran-4-yl)amino)octahydro-cyclopenta[c]pyrrol-3a-yl)(3-(trifluoromethyl)-7,8-dihydro-1,6-naphthyridin-6(5H)-yl)methanone), S(=O)(=O)(N)N (sulfamide). Product: CO[C@@H]1COCC[C@@H]1N[C@H]1C[C@]2([C@H](CN(C2)S(=O)(=O)N)C1)C(=O)N1CC=2C=C(C=NC2CC1)C(F)(F)F ((3aR,5R,6aR)-5-(((3S*,4S*)-3-Methoxytetrahydro-2H-pyran-4-yl)amino)-3a-(3-(trifluoromethyl)-5,6,7,8-tetrahydro-1,6-naphthyridine-6-carbonyl)hexahydrocyclopenta-[c]pyrrole-2(1H)-sulfonamide).